This data is from the Open Reaction Database (ORD), a public repository of structured organic reaction records. The task is: describe an organic reaction: reactants, conditions, products, and yield Starting materials: C(#N)C=1C(=CC(=NC1)C(CN1CCN(CC1)C(=O)OC(C)(C)C)O)OC (tert-Butyl 4-[2-(5-cyano-4-methoxy-2-pyridyl)-2-hydroxy-ethyl]piperazine-1-carboxylate). The solvent is C(=O)(C(F)(F)F)O (TFA). Conditions: time 2 hour. Yields the product OC(CN1CCNCC1)C1=CC(=C(C=N1)C#N)OC (6-(1-Hydroxy-2-piperazin-1-yl-ethyl)-4-methoxy-pyridine-3-carbonitrile). RXN SMILES: [C:1]([C:3]1[C:4]([O:25][CH3:26])=[CH:5][C:6]([CH:9]([OH:24])[CH2:10][N:11]2[CH2:16][CH2:15][N:14](C(OC(C)(C)C)=O)[CH2:13][CH2:12]2)=[N:7][CH:8]=1)#[N:2]>C(O)(C(F)(F)F)=O>[OH:24][CH:9]([C:6]1[N:7]=[CH:8][C:3]([C:1]#[N:2])=[C:4]([O:25][CH3:26])[CH:5]=1)[CH2:10][N:11]1[CH2:12][CH2:13][NH:14][CH2:15][CH2:16]1. Reported procedure: Enantiomer B of tert-Butyl 4-[2-(5-cyano-4-methoxy-2-pyridyl)-2-hydroxy-ethyl]piperazine-1-carboxylate (1.0 g, 2.76 mmol) was dissolved in 5 mL of TFA and stirred at room temperature for 2 h. The mixture was concentrated to ¼ the original volume and diluted with 10 mL of diethyl ether. The precipitate was filtered and dried under high vacuum to offer amine TFA salt. This intermediate was diluted with 5% aqueous sodium bicarbonate with follow up addition of 10 N NaOH to bring the pH of extraction...